Dataset: the Open Reaction Database (ORD), a public repository of structured organic reaction records. Task: describe an organic reaction: reactants, conditions, products, and yield Starting materials: [N+](=O)([O-])C=1C=C(C=CC1OCC)C=1OC2=C(N1)C=C(C=C2)C2=CC=CC=C2 (2-(3-nitro-4-ethoxyphenyl)-5-phenylbenzoxazole). The reagents and catalysts are [Pd] (palladium). The solvent is O1CCOCC1 (dioxane). Product: NC=1C=C(C=CC1OCC)C=1OC2=C(N1)C=C(C=C2)C2=CC=CC=C2 (2-(3-Amino-4-ethoxyphenyl)-5-phenylbenzoxazole). The yield is 51.5%. Reaction SMILES: [N+:1]([C:4]1[CH:5]=[C:6]([C:13]2[O:14][C:15]3[CH:21]=[CH:20][C:19]([C:22]4[CH:27]=[CH:26][CH:25]=[CH:24][CH:23]=4)=[CH:18][C:16]=3[N:17]=2)[CH:7]=[CH:8][C:9]=1[O:10][CH2:11][CH3:12])([O-])=O>O1CCOCC1.[Pd]>[NH2:1][C:4]1[CH:5]=[C:6]([C:13]2[O:14][C:15]3[CH:21]=[CH:20][C:19]([C:22]4[CH:27]=[CH:26][CH:25]=[CH:24][CH:23]=4)=[CH:18][C:16]=3[N:17]=2)[CH:7]=[CH:8][C:9]=1[O:10][CH2:11][CH3:12]. Procedure: Prepared by the method of Example 15e), from palladium (10 mol %) on carbon (10 mg, 0.1 mmol) and 2-(3-nitro-4-ethoxyphenyl)-5-phenylbenzoxazole (100 mg, 0.3 mmol) in dioxane (1 ml) which gave the crude subtitle compound (51 mg, 56%) as a white solid which was sufficiently pure (by TLC and 1H NMR spectroscopy) to be used in the next step, RF(2:1 Petrol-EtOAc) 0.50; 1H NMR (CDCl3) δ 7.92(1H, d, J=1.0, Ar), 7.68–7.60(4H, m, Ar), 7.57–7.51(2H, m, Ar), 7.47(2H, brt, J=7.0 Hz, Ar), 7.36(1H, tt, J=1.0... Reaction SMILES: [CH3:32][Si:33]([CH:34]=[N+:35]=[N-:36])([CH3:37])[CH3:38].[CH3:39][OH:40].[Cl:1][c:2]1[n:3][cH:4][cH:5][cH:6][c:7]1[NH:8][C:9]([c:10]1[c:11]([OH:30])[cH:12][cH:13][c:14]([CH2:16][C:17]2=[C:22]([CH3:23])[C:21](=[O:24])[C:20]([O:25][CH3:26])=[C:19]([O:27][CH3:28])[C:18]2=[O:29])[cH:15]1)=[O:31]>>[Cl:1][c:2]1[n:3][cH:4][cH:5][cH:6][c:7]1[NH:8][C:9]([c:10]1[c:11]([O:30][CH3:32])[cH:12][cH:13][c:14]([CH2:16][C:17]2=[C:22]([CH3:23])[C:21](=[O:24])[C:20]([O:25][CH3:26])=[C:19]([O:27][CH3:28])[C:18]2=[O:29])[cH:15]1)=[O:31]. The product is COC1=C(OC)C(=O)C(Cc2ccc(OC)c(C(=O)Nc3cccnc3Cl)c2)=C(C)C1=O. The reactants are C[Si](C)(C)C=[N+]=[N-], CO, COC1=C(OC)C(=O)C(Cc2ccc(O)c(C(=O)Nc3cccnc3Cl)c2)=C(C)C1=O. Starting materials: COC=CC(C)=O (4-methoxy-3-buten-2-one), CC1=C(CN)C=CC=C1 (2-methylbenzylamine). Yields the product C1(=C(C=CC=C1)CNC=CC(C)=O)C (4-(o-tolylmethylamino)but-3-en-2-one). RXN SMILES: CO[CH:3]=[CH:4][C:5](=[O:7])[CH3:6].[CH3:8][C:9]1[CH:16]=[CH:15][CH:14]=[CH:13][C:10]=1[CH2:11][NH2:12]>>[C:9]1([CH3:8])[CH:16]=[CH:15][CH:14]=[CH:13][C:10]=1[CH2:11][NH:12][CH:3]=[CH:4][C:5](=[O:7])[CH3:6]. Procedure: The title compound 60 is prepared according to the procedure reported in step A of Example 18 with 4-methoxy-3-buten-2-one (0.1 g, 1 mmol) and 2-methylbenzylamine (0.125 g, 1 mmol) as reactants. Yellow solid. (Yield 0.19 g, 100%). Reactants: CCO, CCOC(=O)C(C)(C)Oc1ccc(OCCn2c(=O)sc3cc(C(=NO)c4cccc(Cl)c4)ccc32)cc1, Cl, [K+], [OH-]. Product: CC(C)(Oc1ccc(OCCn2c(=O)sc3cc(C(=NO)c4cccc(Cl)c4)ccc32)cc1)C(=O)O. RXN SMILES: [CH3:42][CH2:43][OH:44].[Cl:1][c:2]1[cH:3][c:4]([C:8]([c:9]2[cH:10][c:11]3[c:12]([n:13]([CH2:17][CH2:18][O:19][c:20]4[cH:21][cH:22][c:23]([O:24][C:25]([C:26](=[O:27])[O:28][CH2:29][CH3:30])([CH3:31])[CH3:32])[cH:33][cH:34]4)[c:14](=[O:16])[s:15]3)[cH:35][cH:36]2)=[N:37][OH:38])[cH:5][cH:6][cH:7]1.[ClH:41].[K+:40].[OH-:39]>>[Cl:1][c:2]1[cH:3][c:4]([C:8]([c:9]2[cH:10][c:11]3[c:12]([n:13]([CH2:17][CH2:18][O:19][c:20]4[cH:21][cH:22][c:23]([O:24][C:25]([C:26](=[O:27])[OH:28])([CH3:31])[CH3:32])[cH:33][cH:34]4)[c:14](=[O:16])[s:15]3)[cH:35][cH:36]2)=[N:37][OH:38])[cH:5][cH:6][cH:7]1. Reactants: [F-].C(CCC)[N+](CCCC)(CCCC)CCCC (tetra-n-butylammonium fluoride), [Si](C)(C)(C(C)(C)C)OCCCCCCCC=1SC=C(N1)C1=CC=C(C=C1)OC (2-[7-(tert-butyldimethylsilanyloxy)heptyl]-4-(4-methoxyphenyl)thiazole). The solvent is C1CCOC1 (THF), [Cl-].[Na+].O (brine). Conditions: temperature 0 celsius, time 30 minute. The product is COC1=CC=C(C=C1)C=1N=C(SC1)CCCCCCCO (7-[4-(4-methoxyphenyl)thiazol-2-yl]heptan-1-ol). Isolated yield 89.4%. RXN SMILES: [F-].C([N+](CCCC)(CCCC)CCCC)CCC.[Si]([O:26][CH2:27][CH2:28][CH2:29][CH2:30][CH2:31][CH2:32][CH2:33][C:34]1[S:35][CH:36]=[C:37]([C:39]2[CH:44]=[CH:43][C:42]([O:45][CH3:46])=[CH:41][CH:40]=2)[N:38]=1)(C(C)(C)C)(C)C>C1COCC1.[Cl-].[Na+].O>[CH3:46][O:45][C:42]1[CH:41]=[CH:40][C:39]([C:37]2[N:38]=[C:34]([CH2:33][CH2:32][CH2:31][CH2:30][CH2:29][CH2:28][CH2:27][OH:26])[S:35][CH:36]=2)=[CH:44][CH:43]=1 |f:0.1,4.5.6|. Procedure: Add a solution of 1 N tetra-n-butylammonium fluoride (25.0 mmol, 25 mL, 1 M solution in THF) dropwise over 10 minutes to a solution of 2-[7-(tert-butyldimethylsilanyloxy)heptyl]-4-(4-methoxyphenyl)thiazole (6.27 g, 14.9 mmol) in anhydrous THF (50 mL) at 0° C. under nitrogen and stir the mixture for 30 minutes at 0° C. and then stir at room temperature for 3 hours. Dilute the mixture with brine (150 mL) and extract with ethyl acetate (100 mL×3). Dry the combined organic extracts over magnesium su... Starting materials: ClC1=C(C(=O)NCC#C)C=CC=N1 (2-Chloro-N-(prop-2-ynyl)nicotinamide), FC=1C=C(N)C=CC1 (3-fluoroaniline). Run in C(CO)O (ethylene glycol). Conditions: temperature 140 celsius. The product is FC=1C=C(C=CC1)NC1=C(C(=O)NCC#C)C=CC=N1 (2-(3-fluorophenylamino)-N-(prop-2-ynyl)nicotinamide). RXN SMILES: Cl[C:2]1[N:13]=[CH:12][CH:11]=[CH:10][C:3]=1[C:4]([NH:6][CH2:7][C:8]#[CH:9])=[O:5].[F:14][C:15]1[CH:16]=[C:17]([CH:19]=[CH:20][CH:21]=1)[NH2:18]>C(O)CO>[F:14][C:15]1[CH:16]=[C:17]([NH:18][C:2]2[N:13]=[CH:12][CH:11]=[CH:10][C:3]=2[C:4]([NH:6][CH2:7][C:8]#[CH:9])=[O:5])[CH:19]=[CH:20][CH:21]=1. Procedure: Compound 8 (194 mg, 1 mmol) and 3-fluoroaniline (9f, 111 mg, 1 mmol) were taken in ethylene glycol and heated at 140° C. for 6 h. Then the reaction mixture was cooled and extracted with ethyl acetate from the aqueous layer and concentrated in vacuum. The compound was further purified by column chromatography using 60-120 silica gel to obtain 2-(3-fluorophenylamino)-N-(prop-2-ynyl)nicotinamide 10f as pure product. To a solution of 2-(3-fluorophenylamino)-N-(prop-2-ynyl)nicotinamide (10f, 150 mg, ... Solvent: ClCCl (dichloromethane). Reaction SMILES: C[C:2]1[CH:10]=[CH:9][C:8]([O:11][CH3:12])=[C:7]2[C:3]=1[CH:4]([C:14]1[CH:19]=[C:18]([O:20][CH3:21])[CH:17]=[CH:16][C:15]=1[O:22][CH3:23])[O:5][C:6]2=[O:13].[CH2:24]([SiH](CC)CC)C.O>ClCCl.[Ti](Cl)(Cl)(Cl)Cl>[CH3:24][C:10]1[CH:9]=[C:8]([O:11][CH3:12])[C:7]([C:6]([OH:5])=[O:13])=[C:3]([CH2:4][C:14]2[CH:19]=[C:18]([O:20][CH3:21])[CH:17]=[CH:16][C:15]=2[O:22][CH3:23])[CH:2]=1. Reactants: CC1=C2C(OC(C2=C(C=C1)OC)=O)C1=C(C=CC(=C1)OC)OC (4-Methyl-7-methoxy-3-(2',5'-dimethoxyphenyl)-1-(3H)-isobenzofuranone), C(C)[SiH](CC)CC (triethylsilane), O (Water). The reagents and catalysts are [Ti](Cl)(Cl)(Cl)Cl (Titanium tetrachloride). Procedure details: 4-Methyl-7-methoxy-3-(2',5'-dimethoxyphenyl)-1-(3H)-isobenzofuranone (17 g) and triethylsilane (15 g) were dissolved in dichloromethane (200 ml) and stirred at room temperature under nitrogen. Titanium tetrachloride (5N in CCl4, 25 ml) was added by syringe. The reaction mixture was stirred at room temperature for 4 hours. Water (10 ml) was added dropwise and the reaction mixture was concentrated down. The resulting slurry was dissolved (with heating) in 2N NaOH (aq) and filtered through celite. ... Product: CC1=CC(=C(C(=O)O)C(=C1)OC)CC1=C(C=CC(=C1)OC)OC (4-methyl-6-methoxy-2-(2',5'-dimethoxybenzyl)benzoic acid).